This data is from the Open Reaction Database (ORD), a public repository of structured organic reaction records. The task is: describe an organic reaction: reactants, conditions, products, and yield Starting materials: Cl.ClCC=1N=C(SC1)CN(C)C (4-Chloromethyl-2-dimethylaminomethylthiazole, hydrochloride), [OH-].[Na+] (sodium hydroxide), Cl.NCCS (2-aminoethanethiol, hydrochloride), O (water). Solvent: ClCCl (dichloromethane). Reaction conditions: time 6 hour. Yields the product NCCSCC=1N=C(SC1)CN(C)C (4-(2-Aminoethyl)thiomethyl-2-dimethylaminomethylthiazole). Reaction SMILES: Cl.Cl[CH2:3][C:4]1[N:5]=[C:6]([CH2:9][N:10]([CH3:12])[CH3:11])[S:7][CH:8]=1.Cl.[NH2:14][CH2:15][CH2:16][SH:17].O.[OH-].[Na+]>ClCCl>[NH2:14][CH2:15][CH2:16][S:17][CH2:3][C:4]1[N:5]=[C:6]([CH2:9][N:10]([CH3:12])[CH3:11])[S:7][CH:8]=1 |f:0.1,2.3,5.6|. Procedure: To the aqueous phase from Example 14 above was added 27 g. of 2-aminoethanethiol, hydrochloride. The mixture was heated and stirred, until the pot temperature reached 120°. The mixture was held at that temperature for 6 hours, and was then allowed to cool to 60°. To the residue was added 80 ml. of deionized water, and the mixture was allowed to cool to ambient temperature and stand for some days. Eighty ml. of dichloromethane was then added, and the pH of the mixture was adjusted to 6.1 by the a... Reactants: FC1=C(C=C(C=C1)C1=CC(CC(C1)N1CCCC1)(C)C)C.C(=CC)=O (2-(4-fluoro-3-methylphenyl)-4-(pyrrolidin-1-yl)-6,6-dimethylcyclohex-1-en 1-propenal), [Li+].CC(C)[N-]C(C)C (LDA), C(CC(=O)C)(=O)OC (methyl acetoacetate), C(C)B(CC)CC (triethylborane), [BH4-].[Na+] (NaBH4). Solvent: CO (methanol). Yields the product FC1=C(C=C(C=C1)C1=C(C(CC(C1)N1CCCC1)(C)C)/C=C/C(CC(CC(=O)OC)O)O)C (Methyl (E)-7-{2-(4-fluoro-3-methylphenyl)-4-(pyrrolidin-1-yl)-6,6-dimethylcyclohex-1-en-1-yl}-3,5-dihydroxyhept-6-enoate). As a reaction SMILES: [F:1][C:2]1[CH:7]=[CH:6][C:5]([C:8]2[CH2:13][CH:12]([N:14]3[CH2:18][CH2:17][CH2:16][CH2:15]3)[CH2:11][C:10]([CH3:20])([CH3:19])[CH:9]=2)=[CH:4][C:3]=1[CH3:21].[C:22](=[O:25])=[CH:23][CH3:24].[Li+].CC([N-]C(C)C)C.[C:34]([O:40][CH3:41])(=[O:39])[CH2:35][C:36]([CH3:38])=[O:37].C(B(CC)CC)C.[BH4-].[Na+]>CO>[F:1][C:2]1[CH:7]=[CH:6][C:5]([C:8]2[CH2:13][CH:12]([N:14]3[CH2:15][CH2:16][CH2:17][CH2:18]3)[CH2:11][C:10]([CH3:19])([CH3:20])[C:9]=2/[CH:24]=[CH:23]/[CH:22]([OH:25])[CH2:38][CH:36]([OH:37])[CH2:35][C:34]([O:40][CH3:41])=[O:39])=[CH:4][C:3]=1[CH3:21] |f:0.1,2.3,6.7|. Reported procedure: In a manner similar to Scheme I, 33 (2.27 g, 6,65 mmol) was treated with the LDA derived anion of methyl acetoacetate (7.98 mmol) followed by triethylborane, methanol, and NaBH4. Workup and purification by HPLC using 1% Et3N in EtOAc as eluent provided the oily product. RXN SMILES: [CH2:45]([N:46]=[C:47]=[N:48][CH2:49][CH2:50][CH2:51][N:52]([CH3:53])[CH3:54])[CH3:55].[CH:25]([N:26]([CH2:27][CH3:28])[CH:29]([CH3:30])[CH3:31])([CH3:32])[CH3:33].[Cl:57][CH2:58][Cl:59].[ClH:1].[ClH:44].[ClH:56].[NH:2]1[CH:3]([C:7](=[O:8])[O:9][CH2:10][c:11]2[cH:12][cH:13][cH:14][cH:15][cH:16]2)[CH2:4][CH2:5][CH2:6]1.[O:17]1[CH:18]([C:22](=[O:23])[OH:24])[CH2:19][CH2:20][CH2:21]1.[OH:34][n:35]1[c:36]2[c:37]([cH:38][cH:39][cH:40][cH:41]2)[n:42][n:43]1>>[N:2]1([C:22]([CH:18]2[O:17][CH2:21][CH2:20][CH2:19]2)=[O:23])[CH:3]([C:7](=[O:8])[O:9][CH2:10][c:11]2[cH:12][cH:13][cH:14][cH:15][cH:16]2)[CH2:4][CH2:5][CH2:6]1. The reactants are CCN=C=NCCCN(C)C, CCN(C(C)C)C(C)C, ClCCl, Cl, Cl, Cl, O=C(OCc1ccccc1)C1CCCN1, O=C(O)C1CCCO1, On1nnc2ccccc21. Product: O=C(OCc1ccccc1)C1CCCN1C(=O)C1CCCO1. Starting materials: C(=O)(OC)C=1C=CC=C2C=C(N(C12)C)C(=O)OCC (ethyl 7-carbomethoxy-1-methyl-2-indolecarboxylate), [OH-].[Na+] (sodium hydroxide). Run in C(C)O (ethanol). Yields the product CN1C(=CC2=CC=CC(=C12)C(=O)O)C(=O)O (1-methylindole-2,7-dicarboxylic acid). Yield: 107.7%. RXN SMILES: [C:1]([C:5]1[CH:6]=[CH:7][CH:8]=[C:9]2[C:13]=1[N:12]([CH3:14])[C:11]([C:15]([O:17]CC)=[O:16])=[CH:10]2)([O:3]C)=[O:2].[OH-].[Na+]>C(O)C>[CH3:14][N:12]1[C:13]2[C:9](=[CH:8][CH:7]=[CH:6][C:5]=2[C:1]([OH:3])=[O:2])[CH:10]=[C:11]1[C:15]([OH:17])=[O:16] |f:1.2|. Reported procedure: A mixture of 5.20 g (19.9 mmol) of ethyl 7-carbomethoxy-1-methyl-2-indolecarboxylate, 90 ml of 2N sodium hydroxide and 150 ml of ethanol was refluxed for 3 hours. The reaction mixture was concentrated under reduced pressure and ice water was added to the residue. 2N hydrochloric acid was added to acidify the reaction mixture. The precipitated solid was filtered and dried under reduced pressure to give 4.70 g (>99%) of 1-methylindole-2,7-dicarboxylic acid. Reactants: O=C([O-])[O-], COC(=O)c1c[nH]c2ccccc12, CN(C)C=O, CCOC(C)=O, CC(C)OC(C)C, FC(F)(F)c1cc(Cl)c2ccccc2n1, [K+], [K+], O. The product is COC(=O)c1cn(-c2cc(C(F)(F)F)nc3ccccc23)c2ccccc12. Reaction SMILES: [C:1](=[O:2])([O-:3])[O-:4].[CH3:22][O:23][C:24](=[O:25])[c:26]1[cH:27][nH:28][c:29]2[cH:30][cH:31][cH:32][cH:33][c:34]12.[CH3:35][N:36]([CH3:37])[CH:38]=[O:39].[CH3:40][CH2:41][O:42][C:43](=[O:44])[CH3:45].[CH:47]([O:48][CH:49]([CH3:50])[CH3:51])([CH3:52])[CH3:53].[Cl:7][c:8]1[cH:9][c:10]([C:18]([F:19])([F:20])[F:21])[n:11][c:12]2[cH:13][cH:14][cH:15][cH:16][c:17]12.[K+:5].[K+:6].[OH2:46]>>[c:8]1(-[n:28]2[cH:27][c:26]([C:24]([O:23][CH3:22])=[O:25])[c:34]3[c:29]2[cH:30][cH:31][cH:32][cH:33]3)[cH:9][c:10]([C:18]([F:19])([F:20])[F:21])[n:11][c:12]2[cH:13][cH:14][cH:15][cH:16][c:17]12. The reactants are ClC1=C(N=CN1C)CSC1=NC(=CC(=N1)O)C (2-{[(5-chloro-1-methyl-1H-imidazol-4-yl)methyl]sulfanyl}-6-methylpyrimidin-4-ol), Cl.O1CCOCC1 (HCl dioxane). Solvent: CO (MeOH). Yields the product Cl.ClC1=C(N=CN1C)CSC1=NC(=CC(=N1)O)C (2-{[(5-chloro-1-methyl-1H-imidazol-4-yl)methyl]sulfanyl}-6-methylpyrimidin-4-ol hydrochloride). The yield is 198.9%. RXN SMILES: [Cl:1][C:2]1[N:6]([CH3:7])[CH:5]=[N:4][C:3]=1[CH2:8][S:9][C:10]1[N:15]=[C:14]([OH:16])[CH:13]=[C:12]([CH3:17])[N:11]=1.Cl.O1CCOCC1>CO>[ClH:1].[Cl:1][C:2]1[N:6]([CH3:7])[CH:5]=[N:4][C:3]=1[CH2:8][S:9][C:10]1[N:15]=[C:14]([OH:16])[CH:13]=[C:12]([CH3:17])[N:11]=1 |f:1.2,4.5|. Procedure details: To a mixture of 2-{[(5-chloro-1-methyl-1H-imidazol-4-yl)methyl]sulfanyl}-6-methylpyrimidin-4-ol (50 mg, 0.18 mmol) in MeOH (2 mL) was added 4 M HCl/dioxane (500 μL, 2.0 mmol). The solution was evaporated and dried in vacuo, affording the title compound (55 mg, 99% yield); 1H NMR (400 MHz, DMSO-d6): δ 2.23 (s, 3H), 3.75 (s, 3H), 4.45 (s, 2H), 6.08 (s, 1H), 9.13 (s, 1H); M+ 271. Reactants: O (water), OC=1C=C(C=C(C1)C)N1C(C2=CC=CC=C2C1=O)=O (2-(3-hydroxy-5-methyl-phenyl)-isoindole-1,3-dione), ClCC#N (chloroacetonitrile), C([O-])([O-])=O.[K+].[K+] (potassium carbonate). Run in CN(C=O)C (dimethyl-formamide). The product is O=C1N(C(C2=CC=CC=C12)=O)C=1C=C(OCC#N)C=C(C1)C ([3-(1,3-dioxo-1,3-dihydro-isoindol-2-yl)-5-methyl-phenoxy]-acetonitrile). Yield: 88.8%. Reaction SMILES: [OH:1][C:2]1[CH:3]=[C:4]([N:9]2[C:17](=[O:18])[C:16]3[C:11](=[CH:12][CH:13]=[CH:14][CH:15]=3)[C:10]2=[O:19])[CH:5]=[C:6]([CH3:8])[CH:7]=1.Cl[CH2:21][C:22]#[N:23].C(=O)([O-])[O-].[K+].[K+].O>CN(C)C=O>[O:18]=[C:17]1[C:16]2[C:11](=[CH:12][CH:13]=[CH:14][CH:15]=2)[C:10](=[O:19])[N:9]1[C:4]1[CH:3]=[C:2]([CH:7]=[C:6]([CH3:8])[CH:5]=1)[O:1][CH2:21][C:22]#[N:23] |f:2.3.4|. Procedure details: 59 g (233 mmol) 2-(3-hydroxy-5-methyl-phenyl)-isoindole-1,3-dione, 44 ml (700 mmol) chloroacetonitrile and 96.7 g (700 mmol) potassium carbonate were heated for 4 h to 80° C. in 300 ml dry dimethyl-formamide. It was poured onto 2 l water, filtered and 60.5 g (89%) [3-(1,3-dioxo-1,3-dihydro-isoindol-2-yl)-5-methyl-phenoxy]-acetonitrile of Fp 156°-157° C. was obtained.